This data is from the Open Reaction Database (ORD), a public repository of structured organic reaction records. The task is: describe an organic reaction: reactants, conditions, products, and yield Starting materials: Nc1ccc2c(c1)COC(NCCOc1ccccc1)=N2, O=S(=O)(Cl)c1ccccc1. The product is O=S(=O)(Nc1ccc2c(c1)COC(NCCOc1ccccc1)=N2)c1ccccc1. Reaction SMILES: [O:1]([c:2]1[cH:3][cH:4][cH:5][cH:6][cH:7]1)[CH2:8][CH2:9][NH:10][C:11]1=[N:16][c:15]2[c:14]([cH:20][c:19]([NH2:21])[cH:18][cH:17]2)[CH2:13][O:12]1.[c:22]1([S:28](=[O:29])(=[O:30])[Cl:31])[cH:23][cH:24][cH:25][cH:26][cH:27]1>>[O:1]([c:2]1[cH:3][cH:4][cH:5][cH:6][cH:7]1)[CH2:8][CH2:9][NH:10][C:11]1=[N:16][c:15]2[c:14]([cH:20][c:19]([NH:21][S:28]([c:22]3[cH:23][cH:24][cH:25][cH:26][cH:27]3)(=[O:29])=[O:30])[cH:18][cH:17]2)[CH2:13][O:12]1.